Dataset: the Open Reaction Database (ORD), a public repository of structured organic reaction records. Task: describe an organic reaction: reactants, conditions, products, and yield Reactants: NC1=C(C=C(C=2C(C(OC21)(C)C)=O)Cl)Cl (7-amino-4,6-dichloro-2,3-dihydro-2,2-dimethylbenzofuran-3-one), ClC(=O)OC(Cl)(Cl)Cl (trichloromethyl chloroformate). The solvent is C1(=CC=CC=C1)C (toluene). Yields the product ClC1=CC(=C(C2=C1C(C(O2)(C)C)=O)N=C=O)Cl (4,6-dichloro-2,3-dihydro-2,2-dimethylbenzofuran-3-on-7-yl isocyanate). Reaction SMILES: [NH2:1][C:2]1[C:10]2[O:9][C:8]([CH3:12])([CH3:11])[C:7](=[O:13])[C:6]=2[C:5]([Cl:14])=[CH:4][C:3]=1[Cl:15].Cl[C:17](OC(Cl)(Cl)Cl)=[O:18]>C1(C)C=CC=CC=1>[Cl:14][C:5]1[C:6]2[C:7](=[O:13])[C:8]([CH3:12])([CH3:11])[O:9][C:10]=2[C:2]([N:1]=[C:17]=[O:18])=[C:3]([Cl:15])[CH:4]=1. Procedure details: To a solution of 4.00 g (0.0163 mole) of 7-amino-4,6-dichloro-2,3-dihydro-2,2-dimethylbenzofuran-3-one in 80 mL of toluene at ambient temperature was added 3.22 g (0.0163 mole) of trichloromethyl chloroformate. This mixture was stirred for fifteen minutes before being heated at reflux for three hours. The solvent was evaporated under reduced pressure, leaving 4,6-dichloro-2,3-dihydro-2,2-dimethylbenzofuran-3-on-7-yl isocyanate as a pale yellow oil. Upon standing, this oil solidified. The IR spec... Starting materials: COc1cc(C2CCN(CC(=O)OC(C)(C)C)CC2)ccc1Nc1ncc2ccc(-c3ccccc3OC)n2n1, Cl, C1COCCO1. The product is COc1cc(C2CCN(CC(=O)O)CC2)ccc1Nc1ncc2ccc(-c3ccccc3OC)n2n1. RXN SMILES: [C:1]([CH3:2])([CH3:3])([CH3:4])[O:5][C:6]([CH2:7][N:8]1[CH2:9][CH2:10][CH:11]([c:14]2[cH:15][c:16]([O:38][CH3:39])[c:17]([NH:20][c:21]3[n:22][n:23]4[c:24]([cH:25][n:26]3)[cH:27][cH:28][c:29]4-[c:30]3[c:31]([O:36][CH3:37])[cH:32][cH:33][cH:34][cH:35]3)[cH:18][cH:19]2)[CH2:12][CH2:13]1)=[O:40].[ClH:41].[O:42]1[CH2:43][CH2:44][O:45][CH2:46][CH2:47]1>>[O:5]=[C:6]([CH2:7][N:8]1[CH2:9][CH2:10][CH:11]([c:14]2[cH:15][c:16]([O:38][CH3:39])[c:17]([NH:20][c:21]3[n:22][n:23]4[c:24]([cH:25][n:26]3)[cH:27][cH:28][c:29]4-[c:30]3[c:31]([O:36][CH3:37])[cH:32][cH:33][cH:34][cH:35]3)[cH:18][cH:19]2)[CH2:12][CH2:13]1)[OH:40]. Reactants: FC(C1=CC(NC2=CC=3CCC(N(C3C=C21)CC2CC2)C)=O)(F)F (4-Trifluoromethyl-7-methyl-6-cyclopropylmethyl-6,7,8,9-tetrahydropyrido[2,3-g]quinolin-2(1H)-one), C(C)=O (acetaldehyde). Yields the product FC(C1=CC(NC2=CC=3CCC(N(C3C=C21)CC)C)=O)(F)F (4-Trifluoromethyl-7-methyl-6-ethyl-6,7,8,9-tetrahydropyrido[2,3-g]quinolin-2(1H)-one). RXN SMILES: [F:1][C:2]([F:24])([F:23])[C:3]1[C:16]2[C:7](=[CH:8][C:9]3[CH2:10][CH2:11][CH:12]([CH3:21])[N:13]([CH2:17][CH:18]4CC4)[C:14]=3[CH:15]=2)[NH:6][C:5](=[O:22])[CH:4]=1.C(=O)C>>[F:24][C:2]([F:1])([F:23])[C:3]1[C:16]2[C:7](=[CH:8][C:9]3[CH2:10][CH2:11][CH:12]([CH3:21])[N:13]([CH2:17][CH3:18])[C:14]=3[CH:15]=2)[NH:6][C:5](=[O:22])[CH:4]=1. Procedure details: This compound was prepared in a similar fashion as that described in Example 84 from Compound 187 (Structure 33 of Scheme VI, where R1=methyl, n=1) and acetaldehyde. 1H NMR (400 MHz, CDCl3) 11.19 (br. s, 1H), 7.11 (s, 1H), 7.00 (s, 1H), 6.80 (s, 1H), 3.55 (m, 1H), 3.47-3.32 (m, 2H), 2.93-2.80 (m, 2H), 1.93-1.79 (m, 2H), 1.22 (t, 3H, J=7.0), 1.18 (d, 3H, J=6.4). The reactants are BrC=1C=C(C=2C=NN(C2C1)C1CCCC1)C(=O)NCC=1C(NC(=CC1C)C)=O (6-bromo-1-cyclopentyl-N-((4,6-dimethyl-2-oxo-1,2-dihydropyridin-3-yl)methyl)-1H-indazole-4-carboxamide), CC=1C=C(C=O)C=CC1B1OC(C(O1)(C)C)(C)C (3-methyl-4-(4,4,5,5-tetramethyl-1,3,2-dioxaborolan-2-yl)benzaldehyde), C(=O)([O-])[O-].[Na+].[Na+] (Na2CO3). Reagents/catalysts: C=1C=CC(=CC1)[P](C=2C=CC=CC2)(C=3C=CC=CC3)[Pd]([P](C=4C=CC=CC4)(C=5C=CC=CC5)C=6C=CC=CC6)([P](C=7C=CC=CC7)(C=8C=CC=CC8)C=9C=CC=CC9)[P](C=1C=CC=CC1)(C=1C=CC=CC1)C=1C=CC=CC1 (Pd(PPh3)4). Run in O1CCOCC1 (1,4-dioxane). Reaction conditions: temperature 100 celsius, time 2 hour. The product is C1(CCCC1)N1N=CC=2C(=CC(=CC12)C1=C(C=C(C=C1)C=O)C)C(=O)NCC=1C(NC(=CC1C)C)=O (1-cyclopentyl-N-((4,6-dimethyl-2-oxo-1,2-dihydropyridin-3-yl)methyl)-6-(4-formyl-2-methylphenyl)-1H-indazole-4-carboxamide). Reaction SMILES: Br[C:2]1[CH:3]=[C:4]([C:16]([NH:18][CH2:19][C:20]2[C:21](=[O:28])[NH:22][C:23]([CH3:27])=[CH:24][C:25]=2[CH3:26])=[O:17])[C:5]2[CH:6]=[N:7][N:8]([CH:11]3[CH2:15][CH2:14][CH2:13][CH2:12]3)[C:9]=2[CH:10]=1.[CH3:29][C:30]1[CH:31]=[C:32]([CH:35]=[CH:36][C:37]=1B1OC(C)(C)C(C)(C)O1)[CH:33]=[O:34].C([O-])([O-])=O.[Na+].[Na+]>O1CCOCC1.C1C=CC([P]([Pd]([P](C2C=CC=CC=2)(C2C=CC=CC=2)C2C=CC=CC=2)([P](C2C=CC=CC=2)(C2C=CC=CC=2)C2C=CC=CC=2)[P](C2C=CC=CC=2)(C2C=CC=CC=2)C2C=CC=CC=2)(C2C=CC=CC=2)C2C=CC=CC=2)=CC=1>[CH:11]1([N:8]2[C:9]3[CH:10]=[C:2]([C:37]4[CH:36]=[CH:35][C:32]([CH:33]=[O:34])=[CH:31][C:30]=4[CH3:29])[CH:3]=[C:4]([C:16]([NH:18][CH2:19][C:20]4[C:21](=[O:28])[NH:22][C:23]([CH3:27])=[CH:24][C:25]=4[CH3:26])=[O:17])[C:5]=3[CH:6]=[N:7]2)[CH2:15][CH2:14][CH2:13][CH2:12]1 |f:2.3.4,^1:62,64,83,102|. Procedure details: A solution of 6-bromo-1-cyclopentyl-N-((4,6-dimethyl-2-oxo-1,2-dihydropyridin-3-yl)methyl)-1H-indazole-4-carboxamide (0.2 g, 0.45 mmol), 3-methyl-4-(4,4,5,5-tetramethyl-1,3,2-dioxaborolan-2-yl)benzaldehyde (0.138 g, 0.56 mmol) and Pd(PPh3)4 (0.052 g, 0.045 mmol) in 1,4-dioxane (6 mL) was purged with argon for 10 min. 2 M Na2CO3 solution (0.14 g, 1.35 mmol) was then added to it and mixture purged with argon again for 10 min. The reaction mixture was stirred at 100° C. for 2 h. After completion of...